From a dataset of the Open Reaction Database (ORD), a public repository of structured organic reaction records. describe an organic reaction: reactants, conditions, products, and yield The reactants are Cl.CNC1(CC2=CC=CC=C2C1)C#N (2-(Methylamino)indane-2-carbonitrile hydrochloride), CC(=O)O (AcOH), [O-]C#N.[K+] (potassium cyanate). Solvent: O (H2O), O (H2O). Reaction conditions: time 1 hour. Product: CN1C(NC(C12CC1=CC=CC=C1C2)=O)=O ((±)-3-Methyl-spiro[imidazolidine-4,2′-indane]-2,5-dione). RXN SMILES: Cl.[CH3:2][NH:3][C:4]1([C:13]#[N:14])[CH2:12][C:11]2[C:6](=[CH:7][CH:8]=[CH:9][CH:10]=2)[CH2:5]1.[O-:15][C:16]#N.[K+].CC(O)=[O:21]>O>[CH3:2][N:3]1[C:4]2([CH2:12][C:11]3[C:6](=[CH:7][CH:8]=[CH:9][CH:10]=3)[CH2:5]2)[C:13](=[O:21])[NH:14][C:16]1=[O:15] |f:0.1,2.3|. Reported procedure: To a stirred mixture of 2-(methylamino)indane-2-carbonitrile hydrochloride from Step A (6.0 g, 28.8 mmol) in AcOH (45 mL) was added a solution of potassium cyanate (4.65 g, 57 mmol) in H2O (6 mL) and the reaction mixture was stirred for 1 h. The mixture was poured into cold H2O (150 mL) and the precipitate was isolated by filtration, washed with H2O and air dried. The crude solid was suspended in 1 N HCl (30 mL) and stirred to 50° C. for 2 h. The reaction mixture was cooled, filtered, and the is... Reactants: Cl.NCC(=O)C1=CC=C(C=C1)SC1=CC=CC=C1 (2-amino-1-[4-(phenylthio)phenyl]ethanone, hydrochloride), [OH-].[Na+] (sodium hydroxide), FC=1C=C2C(C(NC2=CC1)=O)=O (5-fluoroisatin). Run in C(C)O (ethanol), O (water), O (water), O (water). Run at temperature 80 celsius, time 25 minute. Yields the product NC=1C(=NC2=CC=C(C=C2C1C(=O)O)F)C1=CC=C(C=C1)SC1=CC=CC=C1 (3-Amino-6-fluoro-2-[4-(phenylthio)phenyl]-4-quinolinecarboxylic acid). The yield is 35.5%. As a reaction SMILES: [F:1][C:2]1[CH:3]=[C:4]2[C:8](=[CH:9][CH:10]=1)[NH:7][C:6](=[O:11])[C:5]2=O.[OH-:13].[Na+].Cl.[NH2:16][CH2:17][C:18]([C:20]1[CH:25]=[CH:24][C:23]([S:26][C:27]2[CH:32]=[CH:31][CH:30]=[CH:29][CH:28]=2)=[CH:22][CH:21]=1)=O>O.C(O)C>[NH2:16][C:17]1[C:18]([C:20]2[CH:25]=[CH:24][C:23]([S:26][C:27]3[CH:32]=[CH:31][CH:30]=[CH:29][CH:28]=3)=[CH:22][CH:21]=2)=[N:7][C:8]2[C:4]([C:5]=1[C:6]([OH:11])=[O:13])=[CH:3][C:2]([F:1])=[CH:10][CH:9]=2 |f:1.2,3.4|. Reported procedure: To a suspension of 526 mg of 5-fluoroisatin in 4 ml of water was added 737 mg of sodium hydroxide in 6 ml of water. The resulting solution was heated to 80° C., then a solution of 1.254 g of 2-amino-1-[4-(phenylthio)phenyl]ethanone, hydrochloride in 8 ml of ethanol and 8 ml of water was added dropwise. After heating at reflux for 1 hour, the volatiles were removed in vacuo, 10 ml of water was added and the mixture filtered. A 60 ml portion of water was added to the filtrate which was then acidif... Reactants: C(C)(C)(C)C(O)C(C)(C)C (Di-t-butylmethanol), [N+](=O)([O-])C(=C)C (2-nitropropene), C(C)(CC)[Li] (Sec-Butyl lithium), solution, C1COCCOCCOCCOCCOCCO1 (18-crown-6-ether). Run in O1CCCC1 (tetrahydrofuran), O1CCCC1 (tetrahydrofuran), C(C)#N (acetonitrile). Run at time 1 hour. Product: [N+](=O)([O-])C(COC(C(C)(C)C)C(C)(C)C)(C)C (2-nitro-2-methyl-1-[di-(t-butyl)methoxy]propane). Reaction SMILES: [C:1]([CH:5]([C:7]([CH3:10])([CH3:9])[CH3:8])[OH:6])([CH3:4])([CH3:3])[CH3:2].[CH:11]([Li])(CC)C.C1OCCOCCOCCOCCOCCOC1.[N+:34]([C:37]([CH3:39])=[CH2:38])([O-:36])=[O:35]>C(#N)C.O1CCCC1>[N+:34]([C:37]([CH3:11])([CH3:39])[CH2:38][O:6][CH:5]([C:7]([CH3:10])([CH3:9])[CH3:8])[C:1]([CH3:4])([CH3:3])[CH3:2])([O-:36])=[O:35]. Procedure details: Di-t-butylmethanol is added to a dry flask under argon at 0° C. Dry tetrahydrofuran is added with a syringe. Sec-Butyl lithium (1.5M in Hexanes) is added quickly in one portion and the contents of the flask are stirred for one hour at room temperature. A 10 mM solution of 18-crown-6-ether in acetonitrile is added with a syringe and the flask cooled to 0° C. A tetrahydrofuran solution of 2-nitropropene is added with vigorous stirring over a 10 minute period. After completion of the reaction, as j... The reactants are C(C)(C)(C)OC(C1=CC(=CC(=C1)OCCCCCCC1=C(C(=CC=C1)OCCCC(=O)OCC)CCC(=O)OCC)C1=CC2=C(OCO2)C=C1)=O (3-Benzo[1,3]dioxol-5-yl-5-{6-[2-(2-ethoxycarbonyl-ethyl)-3-(3-ethoxycarbonyl-propoxy)-phenyl]-hexyloxy}-benzoic acid tert-butyl ester). Solvent: C(=O)(C(F)(F)F)O (TFA), ClCCl (dichloromethane). Reaction conditions: time 8 hour. The product is O1COC2=C1C=CC(=C2)C=2C=C(C(=O)O)C=C(C2)OCCCCCCC2=C(C(=CC=C2)OCCCC(=O)OCC)CCC(=O)OCC (3-Benzo[1,3]dioxol-5-yl-5-{6-[2-(2-ethoxycarbonyl-ethyl)-3-(3-ethoxycarbonyl-propoxy)-phenyl]-hexyloxy}-benzoic acid). The yield is 99.2%. RXN SMILES: C([O:5][C:6](=[O:51])[C:7]1[CH:12]=[C:11]([O:13][CH2:14][CH2:15][CH2:16][CH2:17][CH2:18][CH2:19][C:20]2[CH:25]=[CH:24][CH:23]=[C:22]([O:26][CH2:27][CH2:28][CH2:29][C:30]([O:32][CH2:33][CH3:34])=[O:31])[C:21]=2[CH2:35][CH2:36][C:37]([O:39][CH2:40][CH3:41])=[O:38])[CH:10]=[C:9]([C:42]2[CH:50]=[CH:49][C:45]3[O:46][CH2:47][O:48][C:44]=3[CH:43]=2)[CH:8]=1)(C)(C)C>C(O)(C(F)(F)F)=O.ClCCl>[O:46]1[C:45]2[CH:49]=[CH:50][C:42]([C:9]3[CH:8]=[C:7]([CH:12]=[C:11]([O:13][CH2:14][CH2:15][CH2:16][CH2:17][CH2:18][CH2:19][C:20]4[CH:25]=[CH:24][CH:23]=[C:22]([O:26][CH2:27][CH2:28][CH2:29][C:30]([O:32][CH2:33][CH3:34])=[O:31])[C:21]=4[CH2:35][CH2:36][C:37]([O:39][CH2:40][CH3:41])=[O:38])[CH:10]=3)[C:6]([OH:51])=[O:5])=[CH:43][C:44]=2[O:48][CH2:47]1. Procedure: 3-Benzo[1,3]dioxol-5-yl-5-{6-[2-(2-ethoxycarbonyl-ethyl)-3-(3-ethoxycarbonyl-propoxy)-phenyl]-hexyloxy}-benzoic acid tert-butyl ester (6.9 g) was dissolved in a mixture of TFA and dichloromethane (1:1, 50 mL) and stirred at room temperature overnight. The solvents were removed under reduced pressure and the crude material was purified on a silica gel column using ethyl acetate and hexanes to yield the title compound (6.3 g, 99% yield). The reactants are C(C)(=O)OCC(CCC1=CC=C(C=C1)C1=C(C=C(C=C1)OC1=CC=C(C=C1)C)F)(COC(C)=O)NC(C)=O (N-{1,1-Bis(acetoxymethyl)-3-[2′-fluoro-4′-(4-methylphenoxy)biphenyl-4-yl]propyl}acetamide), [OH-].[Li+] (lithium hydroxide). The solvent is CO (methanol). Reaction conditions: time 2 hour. Yields the product NC(CO)(CO)CCC1=CC=C(C=C1)C1=C(C=C(C=C1)OC1=CC=C(C=C1)C)F (2-amino-2-{2-[2′-fluoro-4′-(4-methylphenoxy)biphenyl-4-yl]ethyl}propane-1,3-diol). The yield is 29.9%. RXN SMILES: C([O:4][CH2:5][C:6]([NH:35]C(=O)C)([CH2:30][O:31]C(=O)C)[CH2:7][CH2:8][C:9]1[CH:14]=[CH:13][C:12]([C:15]2[CH:20]=[CH:19][C:18]([O:21][C:22]3[CH:27]=[CH:26][C:25]([CH3:28])=[CH:24][CH:23]=3)=[CH:17][C:16]=2[F:29])=[CH:11][CH:10]=1)(=O)C.[OH-].[Li+]>CO>[NH2:35][C:6]([CH2:7][CH2:8][C:9]1[CH:10]=[CH:11][C:12]([C:15]2[CH:20]=[CH:19][C:18]([O:21][C:22]3[CH:23]=[CH:24][C:25]([CH3:28])=[CH:26][CH:27]=3)=[CH:17][C:16]=2[F:29])=[CH:13][CH:14]=1)([CH2:30][OH:31])[CH2:5][OH:4] |f:1.2|. Reported procedure: N-{1,1-Bis(acetoxymethyl)-3-[2′-fluoro-4′-(4-methylphenoxy)biphenyl-4-yl]propyl}acetamide (0.26 g) was dissolved in methanol (10 mL), 1M aqueous lithium hydroxide solution (10 mL) was added, and the mixture was refluxed with stirring for 2 hr. The reaction mixture was concentrated, and the precipitated crystals were collected by filtration. The crude crystals were purified by preparative HPLC to give the title compound (59 mg) as white crystals. The reactants are N=1C=CN2C1C=CC(=C2)CC(C)=O (1-(imidazo[1,2-a]pyridin-6-yl)-2-propanone), COC(N(C)C)OC (N,N-dimethylformamide dimethyl acetal). The solvent is CN(C=O)C (N,N-dimethylformamide). Yields the product CN(C=C(C(C)=O)C=1C=CC=2N(C1)C=CN2)C (4-dimethylamino-3-(imidazo[1,2-a]pyridin-6-yl)-3-buten-2-one). Isolated yield 74.4%. RXN SMILES: [N:1]1[CH:2]=[CH:3][N:4]2[CH:9]=[C:8]([CH2:10][C:11](=[O:13])[CH3:12])[CH:7]=[CH:6][C:5]=12.CO[CH:16](OC)[N:17]([CH3:19])[CH3:18]>CN(C)C=O>[CH3:16][N:17]([CH3:19])[CH:18]=[C:10]([C:8]1[CH:7]=[CH:6][C:5]2[N:4]([CH:3]=[CH:2][N:1]=2)[CH:9]=1)[C:11](=[O:13])[CH3:12]. Procedure details: In 200 ml of N,N-dimethylformamide, 33.17 g of 1-(imidazo[1,2-a]pyridin-6-yl)-2-propanone was stirred at 80° C. for 1 hour, together with 45.4 g of N,N-dimethylformamide dimethyl acetal. After cooling, the solvent was removed by distillation under reduced pressure. The residue was purified by silica gel chromatography (eluted with chloroform-methanol=97:3) to obtain 32.46 g (74.5%) of 4-dimethylamino-3-(imidazo[1,2-a]pyridin-6-yl)-3-buten-2-one. The reactants are COc1cccc(C(=O)c2ccccc2)c1OC, COc1cc([N+](=O)[O-])cc(OCc2ccccc2)c1OC, CC(=O)O, O=[N+]([O-])O. Yields the product COc1cccc(OCc2ccccc2)c1OC. As a reaction SMILES: [C:22]([c:23]1[cH:24][cH:25][cH:26][c:27]([O:28][CH3:29])[c:30]1[O:31][CH3:32])(=[O:33])[c:34]1[cH:35][cH:36][cH:37][cH:38][cH:39]1.[CH2:1]([c:2]1[cH:3][cH:4][cH:5][cH:6][cH:7]1)[O:8][c:9]1[c:10]([O:20][CH3:21])[c:11]([O:18][CH3:19])[cH:12][c:13]([N+:15]([O-:16])=[O:17])[cH:14]1.[CH3:44][C:45](=[O:46])[OH:47].[OH:40][N+:41](=[O:42])[O-:43]>>[CH2:1]([c:2]1[cH:3][cH:4][cH:5][cH:6][cH:7]1)[O:8][c:9]1[c:10]([O:20][CH3:21])[c:11]([O:18][CH3:19])[cH:12][cH:13][cH:14]1.